From a dataset of the Open Reaction Database (ORD), a public repository of structured organic reaction records. describe an organic reaction: reactants, conditions, products, and yield Starting materials: N[C@H](CC1=CC=C(C=C1)OCC)C(=O)O (DTyr(Et)), N[C@@H](CCC(N)=O)C(=O)O (Gln), NCC(=O)O (Gly), N(C)CC(=O)O (Sar), N[C@@H](CC(N)=O)C(=O)O (Asn), N[C@@H](CCCNC(N)=N)C(=O)O (Arg), N[C@@H](CS)C(=O)O (Cys). Yields the product N[C@@H](CC1=CC=CC=C1)C(=O)O (Phe). As a reaction SMILES: N[C@H](C(O)=O)CCC(=O)N.N[C@H](C(O)=O)CC(=O)N.N[C@H](C(O)=O)CCCNC(=N)N.NCC(O)=O.[NH2:37][C@@H:38]([C:49]([OH:51])=[O:50])[CH2:39][C:40]1[CH:45]=[CH:44][C:43](OCC)=[CH:42][CH:41]=1.N[C@H](C(O)=O)CS.N(CC(O)=O)C>>[NH2:37][C@H:38]([C:49]([OH:51])=[O:50])[CH2:39][C:40]1[CH:45]=[CH:44][CH:43]=[CH:42][CH:41]=1. Procedure details: Gln 0.87; Asn 1.00; Arg 0.99; Gly 0.96 (Mca, DTyr(Et), Cys and Sar were not determined) The reactants are O=C1CCC(=O)N1Br, O=C(OOC(=O)c1ccccc1)c1ccccc1, ClC(Cl)(Cl)Cl, CCCN(CCC)c1cccc2[nH]c(=O)n(C)c12, O. Product: CCCN(CCC)c1ccc(Br)c2[nH]c(=O)n(C)c12. As a reaction SMILES: [Br:19][N:20]1[C:21](=[O:22])[CH2:23][CH2:24][C:25]1=[O:26].[C:27]([O:28][O:29][C:30](=[O:31])[c:32]1[cH:33][cH:34][cH:35][cH:36][cH:37]1)(=[O:38])[c:39]1[cH:40][cH:41][cH:42][cH:43][cH:44]1.[C:45]([Cl:46])([Cl:47])([Cl:48])[Cl:49].[CH2:1]([CH2:2][CH3:3])[N:4]([c:5]1[cH:6][cH:7][cH:8][c:9]2[c:10]1[n:11]([CH3:15])[c:12](=[O:14])[nH:13]2)[CH2:16][CH2:17][CH3:18].[OH2:50]>>[CH2:1]([CH2:2][CH3:3])[N:4]([c:5]1[cH:6][cH:7][c:8]([Br:19])[c:9]2[c:10]1[n:11]([CH3:15])[c:12](=[O:14])[nH:13]2)[CH2:16][CH2:17][CH3:18]. Starting materials: O=C1CCN(CC1)C(=O)OCC1=CC=CC=C1 (benzyl 4-oxopiperidine-1-carboxylate), TEA, C[Si](C)(C)Cl (TMSCl). Run in CN(C)C=O (DMF), hexanes. Conditions: temperature 80 celsius, time 8 hour. Product: C(C1=CC=CC=C1)OC(=O)N1CCC(=CC1)O[Si](C)(C)C (4-trimethylsilanyloxy-3,6-dihydro-2H-pyridine-1-carboxylic acid benzyl ester). The yield is 95.2%. RXN SMILES: [O:1]=[C:2]1[CH2:7][CH2:6][N:5]([C:8]([O:10][CH2:11][C:12]2[CH:17]=[CH:16][CH:15]=[CH:14][CH:13]=2)=[O:9])[CH2:4][CH2:3]1.[CH3:18][Si:19](Cl)([CH3:21])[CH3:20]>CN(C=O)C>[CH2:11]([O:10][C:8]([N:5]1[CH2:4][CH:3]=[C:2]([O:1][Si:19]([CH3:21])([CH3:20])[CH3:18])[CH2:7][CH2:6]1)=[O:9])[C:12]1[CH:17]=[CH:16][CH:15]=[CH:14][CH:13]=1. Reported procedure: To a stirred solution of benzyl 4-oxopiperidine-1-carboxylate (4.0 g, 17.2 mmol) in DMF (20 mL) was added TEA (9.0 mL) and TMSCl (4.0 mL, 32 mmol). The mixture was stirred overnight at 80° C., cooled, diluted with hexanes and washed with water. The organics were dried over sodium sulfate, filtered, concentrated, and purified by column chromatography using 10% EtOAc in hexanes to give 4-trimethylsilanyloxy-3,6-dihydro-2H-pyridine-1-carboxylic acid benzyl ester (5 g). Reported procedure: A mixture of 27 parts of 2,4-dichloro-α-(2,6-dichlorophenyl)benzenepropanenitrile, 27 parts of potassium hydroxide and 100 parts of 1,2-ethanediol is stirred and refluxed for 48 hours. The reaction mixture is allowed to cool to room temperature, poured onto water (800 parts) and acidified with an excess of a concentrated hydrochloric acid solution. The precipitated product is filtered off and crystallized from ethanol, yielding 18 parts of 2,4-dichloro-α-(2,6-dichlorophenyl)benzenepropanoic acid... RXN SMILES: Cl[C:2]1[CH:7]=[C:6]([Cl:8])[CH:5]=[CH:4][C:3]=1[CH2:9][CH:10]([C:13]1[C:18]([Cl:19])=[CH:17][CH:16]=[CH:15][C:14]=1[Cl:20])[C:11]#N.[OH-:21].[K+].[ClH:23].C(O)C[OH:26]>>[Cl:23][C:2]1[CH:7]=[C:6]([Cl:8])[CH:5]=[CH:4][C:3]=1[CH2:9][CH:10]([C:13]1[C:18]([Cl:19])=[CH:17][CH:16]=[CH:15][C:14]=1[Cl:20])[C:11]([OH:26])=[O:21] |f:1.2|. Yields the product 18, ClC1=C(C=CC(=C1)Cl)CC(C(=O)O)C1=C(C=CC=C1Cl)Cl (2,4-dichloro-α-(2,6-dichlorophenyl)benzenepropanoic acid). Starting materials: Cl (hydrochloric acid), 27, ClC1=C(C=CC(=C1)Cl)CC(C#N)C1=C(C=CC=C1Cl)Cl (2,4-dichloro-α-(2,6-dichlorophenyl)benzenepropanenitrile), [OH-].[K+] (potassium hydroxide), C(CO)O (1,2-ethanediol). Starting materials: COC(=O)C=1C=C2C=C(NC2=CC1)C(=O)O (1H-Indole-2,5-dicarboxylic acid 5-methyl ester). Solvent: C1(=CC=CC=C1)C (toluene), C(C)(C)(C)OC(OC(C)(C)C)N(C)C (Di-tert-butoxymethyl-dimethyl-amine). The product is COC(=O)C=1C=C2C=C(NC2=CC1)C(=O)OC(C)(C)C (1H-Indole-2,5-dicarboxylic acid 2-tert-butyl ester 5-methyl ester). Reaction SMILES: [CH3:1][O:2][C:3]([C:5]1[CH:6]=[C:7]2[C:11](=[CH:12][CH:13]=1)[NH:10][C:9]([C:14]([OH:16])=[O:15])=[CH:8]2)=[O:4]>C1(C)C=CC=CC=1.C(OC(N(C)C)OC(C)(C)C)(C)(C)C>[CH3:1][O:2][C:3]([C:5]1[CH:6]=[C:7]2[C:11](=[CH:12][CH:13]=1)[NH:10][C:9]([C:14]([O:16][C:5]([CH3:6])([CH3:13])[CH3:3])=[O:15])=[CH:8]2)=[O:4]. Procedure details: To 13 g 1H-Indole-2,5-dicarboxylic acid 5-methyl ester in 300 ml toluene, 59 ml Di-tert-butoxymethyl-dimethyl-amine were added dropwise at 80° C. Then, the reaction mixture was heated under reflux for additional 6 h. After removal of the solvents under reduced pressure the residue was dissolved in 300 ml DCM and washed with sat. aqueous NaHCO3 solution (2×100 ml). The organic layer was dried over MgSO4 and concentrated under reduced pressure. The residue was purified by chromatography on silica ... The reactants are N1(CCCC1)C[C@@H]1CC[C@H](CC1)NC(OC(C)(C)C)=O (tert-butyl (trans-4-(pyrrolidin-1-ylmethyl)cyclohexyl)carbamate), Cl (HCl), O (water). Run in C1CCOC1 (THF). Reaction conditions: temperature 65 celsius. The product is Cl.Cl.N1(CCCC1)C[C@@H]1CC[C@H](CC1)N (trans-4-(Pyrrolidin-1-ylmethyl)cyclohexanamine dihydrochloride). Isolated yield 99.0%. Reaction SMILES: [N:1]1([CH2:6][C@H:7]2[CH2:12][CH2:11][C@H:10]([NH:13]C(=O)OC(C)(C)C)[CH2:9][CH2:8]2)[CH2:5][CH2:4][CH2:3][CH2:2]1.[ClH:21].O>C1COCC1>[ClH:21].[ClH:21].[N:1]1([CH2:6][C@H:7]2[CH2:8][CH2:9][C@H:10]([NH2:13])[CH2:11][CH2:12]2)[CH2:5][CH2:4][CH2:3][CH2:2]1 |f:4.5.6|. Procedure: To a solution of tert-butyl (trans-4-(pyrrolidin-1-ylmethyl)cyclohexyl)carbamate (1.3 g, 4.5 mmol) in THF (15 mL) was added aqueous 6 N HCl (6 mL) and water (6 mL) and the reaction mixture was stirred with heat at 65° C. for 3 h. The reaction mixture was cooled to room temperature and concentrated to afford the desired product (1.2 g, >99%) as an off-white solid. ESI MS m/z 183 [C11H22FN2+H]+ Reactants: BrC(C(=O)OCC)CBr (ethyl 2,3-dibromopropionate), OC=1C=C(C(=O)C2=CC=CC=C2)C=CC1O (3,4-dihydroxybenzophenone), C([O-])([O-])=O.[K+].[K+] (potassium carbonate), CC(=O)C (acetone). Solvent: C(C)O (ethanol). Run at time 8 hour. Yields the product C(C1=CC=CC=C1)(=O)C=1C=CC2=C(OC(CO2)C(=O)OCC)C1 (Ethyl 7-benzoyl-2,3-dihydro-1,4-benzodioxin-2-carboxylate). As a reaction SMILES: Br[CH:2]([CH2:8]Br)[C:3]([O:5][CH2:6][CH3:7])=[O:4].[OH:10][C:11]1[CH:12]=[C:13]([CH:22]=[CH:23][C:24]=1[OH:25])[C:14]([C:16]1[CH:21]=[CH:20][CH:19]=[CH:18][CH:17]=1)=[O:15].C(=O)([O-])[O-].[K+].[K+].CC(C)=O>C(O)C>[C:14]([C:13]1[CH:22]=[CH:23][C:24]2[O:25][CH2:8][CH:2]([C:3]([O:5][CH2:6][CH3:7])=[O:4])[O:10][C:11]=2[CH:12]=1)(=[O:15])[C:16]1[CH:17]=[CH:18][CH:19]=[CH:20][CH:21]=1 |f:2.3.4|. Procedure: 11.63 ml of ethyl 2,3-dibromopropionate was added drop-by-drop over a 15-minute period to a mixture of 15.9 g of 5B, 58.5 g of anhydrous potassium carbonate and 250 ml of acetone. The stirred mixture was refluxed for 7 hours and stored overnight. The mixture was filtered and the solvent was evaporated from the filtrate under reduced pressure (40° C.). The residue was suspended in 600 ml of ether and the mixture was washed with water, then with sodium bicarbonate solution, then dried (MgSO4). The... The reactants are CCN(CC)P(OC(C)(C)C)OC(C)(C)C, ClCCl, O=c1c(-c2ccc(O)cc2)coc2cc(OCc3coc(-c4cc(F)cc(C(F)(F)F)c4)n3)ccc12, C1CCOC1. The product is CC(C)(C)OP(Oc1ccc(-c2coc3cc(OCc4coc(-c5cc(F)cc(C(F)(F)F)c5)n4)ccc3c2=O)cc1)OC(C)(C)C. Reaction SMILES: [CH2:37]([N:38]([CH2:39][CH3:51])[P:40]([O:41][C:42]([CH3:43])([CH3:44])[CH3:45])[O:46][C:47]([CH3:48])([CH3:49])[CH3:50])[CH3:52].[CH2:58]([Cl:59])[Cl:60].[F:1][c:2]1[cH:3][c:4]([C:33]([F:34])([F:35])[F:36])[cH:5][c:6](-[c:8]2[o:9][cH:10][c:11]([CH2:13][O:14][c:15]3[cH:16][cH:17][c:18]4[c:19](=[O:32])[c:20](-[c:25]5[cH:26][cH:27][c:28]([OH:31])[cH:29][cH:30]5)[cH:21][o:22][c:23]4[cH:24]3)[n:12]2)[cH:7]1.[O:53]1[CH2:54][CH2:55][CH2:56][CH2:57]1>>[F:1][c:2]1[cH:3][c:4]([C:33]([F:34])([F:35])[F:36])[cH:5][c:6](-[c:8]2[o:9][cH:10][c:11]([CH2:13][O:14][c:15]3[cH:16][cH:17][c:18]4[c:19](=[O:32])[c:20](-[c:25]5[cH:26][cH:27][c:28]([O:31][P:40]([O:41][C:42]([CH3:43])([CH3:44])[CH3:45])[O:46][C:47]([CH3:48])([CH3:49])[CH3:50])[cH:29][cH:30]5)[cH:21][o:22][c:23]4[cH:24]3)[n:12]2)[cH:7]1. Starting materials: N1C=C(C2=CC=CC=C12)C1=NS(C2=C1C=CC=C2)(=O)=O (3-(1H-Indol-3-yl)-benzo[d]isothiazole 1,1-dioxide), C(=O)([O-])[O-].[K+].[K+] (K2CO3), BrCC(=O)OC(C)(C)C (t-butyl bromoacetate), C(=O)([O-])[O-].[K+].[K+] (K2CO3), BrCC(=O)OC(C)(C)C (t-butyl bromoacetate). Run in CN(C)C=O (DMF). Conditions: temperature 80 celsius. The product is C(C)(C)(C)OC(CN1C=C(C2=CC=CC=C12)C1=NS(C2=C1C=CC=C2)(=O)=O)=O ([3-(1,1-Dioxo-1H-1λ6-benzo[d]isothiazol-3-yl)-indol-1-yl]-acetic acid tert-butyl ester). As a reaction SMILES: [NH:1]1[C:9]2[C:4](=[CH:5][CH:6]=[CH:7][CH:8]=2)[C:3]([C:10]2[C:14]3[CH:15]=[CH:16][CH:17]=[CH:18][C:13]=3[S:12](=[O:20])(=[O:19])[N:11]=2)=[CH:2]1.C([O-])([O-])=O.[K+].[K+].Br[CH2:28][C:29]([O:31][C:32]([CH3:35])([CH3:34])[CH3:33])=[O:30]>CN(C=O)C>[C:32]([O:31][C:29](=[O:30])[CH2:28][N:1]1[C:9]2[C:4](=[CH:5][CH:6]=[CH:7][CH:8]=2)[C:3]([C:10]2[C:14]3[CH:15]=[CH:16][CH:17]=[CH:18][C:13]=3[S:12](=[O:19])(=[O:20])[N:11]=2)=[CH:2]1)([CH3:35])([CH3:34])[CH3:33] |f:1.2.3|. Procedure details: A solution of the product from example 1, step b (300 mg) was dissolved in DMF and treated with K2CO3 (166 mg, 1.2 mmol) followed by t-butyl bromoacetate (150 μL, 1 mmol). The reaction was heated to 80° C. for 1 h. Additional K2CO3 and t-butyl bromoacetate were added (1 mmol each) and the reaction was heated to 100° C. for 2 h. The reaction was cooled and partitioned between EtOAc and water. The organic layer was washed with water 3 times then dried over MgSO4 and concentrated to give the sub-ti...